This data is from the Open Reaction Database (ORD), a public repository of structured organic reaction records. The task is: describe an organic reaction: reactants, conditions, products, and yield Starting materials: FC1=CC=C(C=C1)C(C(C(=O)OCC)=NO)=O (Ethyl 3-(4-fluorophenyl)-2-hydroxyimino-3-oxopropionate), [N+](=O)([O-])C1=CC=C(CN)C=C1 (4-nitrobenzylamine). Product: FC1=CC=C(C=C1)C1=C(N=C(N1)C1=CC=C(C=C1)[N+](=O)[O-])C(=O)OCC (ethyl 5-(4-fluorophenyl)-2-(4-nitrophenyl)imidazole-4-carboxylate). Isolated yield 24.3%. RXN SMILES: [F:1][C:2]1[CH:7]=[CH:6][C:5]([C:8](=O)[C:9](=[N:15]O)[C:10]([O:12][CH2:13][CH3:14])=[O:11])=[CH:4][CH:3]=1.[N+:18]([C:21]1[CH:28]=[CH:27][C:24]([CH2:25][NH2:26])=[CH:23][CH:22]=1)([O-:20])=[O:19]>>[F:1][C:2]1[CH:3]=[CH:4][C:5]([C:8]2[NH:26][C:25]([C:24]3[CH:23]=[CH:22][C:21]([N+:18]([O-:20])=[O:19])=[CH:28][CH:27]=3)=[N:15][C:9]=2[C:10]([O:12][CH2:13][CH3:14])=[O:11])=[CH:6][CH:7]=1. Procedure: Ethyl 3-(4-fluorophenyl)-2-hydroxyimino-3-oxopropionate (33.5 g) and 4-nitrobenzylamine (23.7 g) were reacted and treated in the same manner as in Starting Material Synthetic Example 1 to give ethyl 5-(4-fluorophenyl)-2-(4-nitrophenyl)imidazole-4-carboxylate (12.1 g),whichwasdissolvedinethylalcohol. 1MSodiumhydroxidesolution was added and the mixture was reacted and treated in the same manner as in.Starting Material Synthetic Example 2 to give 5-(4-fluorophenyl)-2-(4-nitrophenyl)imidazole-4-carb... Starting materials: C1(=CC=CC=C1)C1N(CCC2=C1C(=NO2)C(=O)OCC)C(=O)OC(C)(C)C (5-tert-Butyl 3-ethyl 4-phenyl-6,7-dihydroisoxazolo[4,5-c]pyridine-3,5(4H)-dicarboxylate), O[Li].O (LiOH.H2O). The solvent is C(C)O.O (ethanol water). The product is C(C)(C)(C)OC(=O)N1C(C2=C(CC1)ON=C2C(=O)O)C2=CC=CC=C2 (5-(tert-Butoxycarbonyl)-4-phenyl-4,5,6,7-tetrahydroisoxazolo[4,5-c]pyridine-3-carboxylic Acid). RXN SMILES: [C:1]1([CH:7]2[C:12]3[C:13]([C:16]([O:18]CC)=[O:17])=[N:14][O:15][C:11]=3[CH2:10][CH2:9][N:8]2[C:21]([O:23][C:24]([CH3:27])([CH3:26])[CH3:25])=[O:22])[CH:6]=[CH:5][CH:4]=[CH:3][CH:2]=1.O[Li].O>C(O)C.O>[C:24]([O:23][C:21]([N:8]1[CH2:9][CH2:10][C:11]2[O:15][N:14]=[C:13]([C:16]([OH:18])=[O:17])[C:12]=2[CH:7]1[C:1]1[CH:6]=[CH:5][CH:4]=[CH:3][CH:2]=1)=[O:22])([CH3:27])([CH3:25])[CH3:26] |f:1.2,3.4|. Procedure details: 5-tert-Butyl 3-ethyl 4-phenyl-6,7-dihydroisoxazolo[4,5-c]pyridine-3,5(4H)-dicarboxylate (1.75 mmol) was hydrolyzed to corresponding acid by using LiOH.H2O (1.5 eq.) as a base in ethanol-water (10 ml, 4:1). Yield: quantitative. Starting materials: C(C1=CC=CC=C1)OC1=NC=CC=C1C1=C(CN2C(CC[C@H]2CO)=O)C=C(C(=C1)C(C)(C)C)OC ((S)-1-[2-(2-benzyloxy-pyridin-3-yl)-4-tert-butyl-5-methoxy-benzyl]-5-hydroxymethyl-pyrrolidin-2-one). Reagents/catalysts: [Pd] (Pd/C). Run in CO (MeOH). Run at time 2 hour. Yields the product C(C)(C)(C)C=1C(=CC(=C(C1)C=1C(NC=CC1)=O)CN1[C@@H](CCC1=O)CO)OC (3-[5-tert-Butyl-2-((S)-2-hydroxymethyl-5-oxo-pyrrolidin-1-ylmethyl)-4-methoxy-phenyl]-1H-pyridin-2-one). Reaction SMILES: C([O:8][C:9]1[C:14]([C:15]2[CH:29]=[C:28]([C:30]([CH3:33])([CH3:32])[CH3:31])[C:27]([O:34][CH3:35])=[CH:26][C:16]=2[CH2:17][N:18]2[C@H:22]([CH2:23][OH:24])[CH2:21][CH2:20][C:19]2=[O:25])=[CH:13][CH:12]=[CH:11][N:10]=1)C1C=CC=CC=1>CO.[Pd]>[C:30]([C:28]1[C:27]([O:34][CH3:35])=[CH:26][C:16]([CH2:17][N:18]2[C:19](=[O:25])[CH2:20][CH2:21][C@H:22]2[CH2:23][OH:24])=[C:15]([C:14]2[C:9](=[O:8])[NH:10][CH:11]=[CH:12][CH:13]=2)[CH:29]=1)([CH3:33])([CH3:31])[CH3:32]. Reported procedure: step 4—A mixture of 108 (100 mg) and 10% Pd/C (15 mg) in MeOH (20 mL) under 1 atmosphere of H2 at RT was stirred for 2 h. The catalyst was filtered off and the filtrate was concentrated. The crude residue was purified on a preparative SiO2 TLC plate developed with 10% MeOH to afford 44.3 mg (55%) of I-72. The reactants are BrC1=C(C=CC(=C1)F)C1N=C(NC(=C1C(=O)OCC)CBr)C1=C(C=C(C=C1F)F)F (Ethyl 4-(2-bromo-4-fluorophenyl)-6-(bromomethyl)-2-(2,4,6-trifluorophenyl)-1,4-dihydropyrimidine-5-carboxylate), N1C(COCC1)C(=O)O (morpholine-3-carboxylic acid). The product is BrC1=C(C=CC(=C1)F)C1C(=C(NC(=N1)C1=C(C=C(C=C1F)F)F)CN1C(COCC1)C(=O)O)C(=O)OCC (4-((6-(2-bromo-4-fluorophenyl)-5-(ethoxycarbonyl)-2-(2,4,6-trifluorophenyl)-3,6-dihydropyrimidin-4-yl)methyl)morpholine-3-carboxylic acid). The yield is 33.3%. Reaction SMILES: [Br:1][C:2]1[CH:7]=[C:6]([F:8])[CH:5]=[CH:4][C:3]=1[CH:9]1[C:14]([C:15]([O:17][CH2:18][CH3:19])=[O:16])=[C:13]([CH2:20]Br)[NH:12][C:11]([C:22]2[C:27]([F:28])=[CH:26][C:25]([F:29])=[CH:24][C:23]=2[F:30])=[N:10]1.[NH:31]1[CH2:36][CH2:35][O:34][CH2:33][CH:32]1[C:37]([OH:39])=[O:38]>>[Br:1][C:2]1[CH:7]=[C:6]([F:8])[CH:5]=[CH:4][C:3]=1[CH:9]1[N:10]=[C:11]([C:22]2[C:27]([F:28])=[CH:26][C:25]([F:29])=[CH:24][C:23]=2[F:30])[NH:12][C:13]([CH2:20][N:31]2[CH2:36][CH2:35][O:34][CH2:33][CH:32]2[C:37]([OH:39])=[O:38])=[C:14]1[C:15]([O:17][CH2:18][CH3:19])=[O:16]. Procedure details: Ethyl 4-(2-bromo-4-fluorophenyl)-6-(bromomethyl)-2-(2,4,6-trifluorophenyl)-1,4-dihydropyrimidine-5-carboxylate (1.21 g, 2.2 mmol) was reacted with morpholine-3-carboxylic acid (0.29 g, 2.2 mmol) according to the procedure as described in Example 1, Step C to give the title compound as a yellow solid (0.44 g, 33%). The compound was characterized by the following spectroscopic data: Starting materials: ClC=1C=CC=C(C1C(=O)O)N (6-chloroanthranilic acid), ClC1=C2CN3C(=NC2=C(C(=C1OC)Cl)OC)CCCCC3 (1,3-dichloro-2,4-dimethoxy-6,7,8,9,10,12-hexahydroazepino[2,1-b]quinazoline), ClC1=C2CN3C(=NC2=C(C(=C1OC)Cl)OC)CCCCC3 (1,3-dichloro-2,4-dimethoxy-6,7,8,9,10,12-hexahydroazepino[2,1-b]quinazoline). Solvent: C1(=CC=CC=C1)C (toluene). Product: ClC1C=2C(N3C(=NC2CCC1)CC=CC=C3)=O (1-chloro-tetrahydroazepino[2,1-b]quinazolin-12(6H)-one). Reaction SMILES: [Cl:1][C:2]1[CH:3]=[CH:4][CH:5]=[C:6]([NH2:11])[C:7]=1[C:8]([OH:10])=O.ClC1C(OC)=C(Cl)C(OC)=C2C=1C[N:16]1[CH2:32][CH2:31][CH2:30][CH2:29][CH2:28][C:17]1=N2>C1(C)C=CC=CC=1>[Cl:1][CH:2]1[CH2:3][CH2:4][CH2:5][C:6]2[N:11]=[C:32]3[CH2:31][CH:30]=[CH:29][CH:28]=[CH:17][N:16]3[C:8](=[O:10])[C:7]1=2. Procedure details: 18.01 g 6-chloroanthranilic acid suspended in 100 mL toluene was treated with 14 mL 1-aza-2-methoxy-1-cycloheptene (1) and refluxed with stirring under a Dean-Stark trap to remove the forming water and methanol for 1 hour. An exothermic reaction ensued, forming a two-layer mixture and foaming considerably. This gradually dissolved, giving a brown solution. Then 9 mL of (1) was added and the mixture was refluxed for 18 more hours. The toluene was removed in vacuo and excess of (1) was distilled o... Starting materials: CCOC(=O)c1cc2cc(F)ncc2n1Cc1cccc(F)c1, Cc1nc2cc(N)ccc2n1C. Product: Cc1nc2cc(NC(=O)c3cc4cc(F)ncc4n3Cc3cccc(F)c3)ccc2n1C. RXN SMILES: [F:1][c:2]1[cH:3][c:4]2[c:5]([cH:6][n:7]1)[n:8]([CH2:16][c:17]1[cH:18][c:19]([F:23])[cH:20][cH:21][cH:22]1)[c:9]([C:11](=[O:12])[O:13][CH2:14][CH3:15])[cH:10]2.[NH2:24][c:25]1[cH:26][c:27]2[c:28]([n:29]([CH3:33])[c:30]([CH3:32])[n:31]2)[cH:34][cH:35]1>>[F:1][c:2]1[cH:3][c:4]2[c:5]([cH:6][n:7]1)[n:8]([CH2:16][c:17]1[cH:18][c:19]([F:23])[cH:20][cH:21][cH:22]1)[c:9]([C:11](=[O:12])[NH:24][c:25]1[cH:26][c:27]3[c:28]([n:29]([CH3:33])[c:30]([CH3:32])[n:31]3)[cH:34][cH:35]1)[cH:10]2. Reactants: FC(CO)(F)F (2,2,2-Trifluoroethanol), [H-].[Na+] (sodium hydride), Br.ClC=1C=CC=2N(N1)C(=NN2)N (6-chloro-[1,2,4]triazolo[4,3-b]pyridazin-3-ylamine hydrobromide). Yields the product FC(COC=1C=CC=2N(N1)C(=NN2)N)(F)F (6-(2,2,2-Trifluoroethoxy)-[1,2,4]triazolo[4,3-b]pyridazin-3-ylamine). As a reaction SMILES: [F:1][C:2]([F:6])([F:5])[CH2:3][OH:4].[H-].[Na+].Br.Cl[C:11]1[CH:12]=[CH:13][C:14]2[N:15]([C:17]([NH2:20])=[N:18][N:19]=2)[N:16]=1>>[F:1][C:2]([F:6])([F:5])[CH2:3][O:4][C:11]1[CH:12]=[CH:13][C:14]2[N:15]([C:17]([NH2:20])=[N:18][N:19]=2)[N:16]=1 |f:1.2,3.4|. Procedure: 2,2,2-Trifluoroethanol (1 ml), sodium hydride (86 mg) and 6-chloro-[1,2,4]triazolo[4,3-b]pyridazin-3-ylamine hydrobromide (W2.001, 100 mg) were reacted according to W1.004. 87 mg of the title compound were obtained in solid form. Reactants: BrC1COC(COCc2ccccc2)C1, CC([O-])=S, CC#N, [K+]. The product is CC(=O)SC1COC(COCc2ccccc2)C1. As a reaction SMILES: [Br:1][CH:2]1[CH2:3][CH:4]([CH2:7][O:8][CH2:9][c:10]2[cH:11][cH:12][cH:13][cH:14][cH:15]2)[O:5][CH2:6]1.[C:16]([CH3:17])(=[S:18])[O-:19].[CH3:21][C:22]#[N:23].[K+:20]>>[CH:2]1([S:18][C:16]([CH3:17])=[O:19])[CH2:3][CH:4]([CH2:7][O:8][CH2:9][c:10]2[cH:11][cH:12][cH:13][cH:14][cH:15]2)[O:5][CH2:6]1.